Dataset: the Open Reaction Database (ORD), a public repository of structured organic reaction records. Task: describe an organic reaction: reactants, conditions, products, and yield Starting materials: N1C=CC2=CC=C3C(=C12)CCO3 (7,8-Dihydro-1H-furo[2,3-g]indole), N1=CC=CC=C1 (pyridine), C(C)(=O)OC(C)=O (acetic anhydride). Run in C1CCOC1 (THF). Yields the product N1(CCC2=CC=C3C(=C12)CCO3)CCNC(C)=O (N-[2-(2,3,7,8-Tetrahydro-1H-furo[2,3-g]indol-1-yl)ethyl]-acetamide). Reaction SMILES: [NH:1]1[C:9]2[C:4](=[CH:5][CH:6]=[C:7]3[O:12][CH2:11][CH2:10][C:8]3=2)[CH:3]=[CH:2]1.[N:13]1[CH:18]=[CH:17]C=[CH:15][CH:14]=1.C(OC(=O)C)(=[O:21])C>C1COCC1>[N:1]1([CH2:15][CH2:14][NH:13][C:18](=[O:21])[CH3:17])[C:9]2[C:4](=[CH:5][CH:6]=[C:7]3[O:12][CH2:11][CH2:10][C:8]3=2)[CH2:3][CH2:2]1. Reported procedure: To a stirred solution of Intermediate 7 (77 mg) in dry THF (5 ml) containing pyridine (0.09 ml) was added acetic anhydride (0.06 ml). After 18 h at 20° C. the mixture was partitioned between 2N Na2CO3 (30 ml) and EtOAc (2×30 ml). The dried extracts were evaporated and the residue chromatographed on silica gel (20 g). Elution with System A (200:8:1) gave the title compound as a colourless crystalline solid (56 mg), m.p. 126°-7° C. Reactants: tris(dibenyzlideneacetone)dipalladium, C1(=CC=CC=C1)P(C1(C(=C2C=CC=CC2=CC1)C1=CC=CC2=CC=CC=C12)P(C1=CC=CC=C1)C1=CC=CC=C1)C1=CC=CC=C1 (rac-2,2-bis(diphenylphosphino)-1,1′-binaphthyl), CC(C)(C)OC(=O)NC1CCNC1 (3-N-Boc-amino pyrrolidine), C([O-])([O-])=O.[Cs+].[Cs+] (cesium carbonate), BrC=1C=C(C=CC1)Cl (3-bromochlorobenzene). Run in C1(=CC=CC=C1)C (toluene). Run at temperature 110 celsius, time 15 hour. The product is ClC=1C=C(C=CC1)N1CC(CC1)NC(OC(C)(C)C)=O (tert-butyl 1-(3-chlorophenyl)pyrrolidin-3-ylcarbamate). Isolated yield 62.7%. RXN SMILES: [CH3:1][C:2]([O:5][C:6]([NH:8][CH:9]1[CH2:13][NH:12][CH2:11][CH2:10]1)=[O:7])([CH3:4])[CH3:3].C(=O)([O-])[O-].[Cs+].[Cs+].Br[C:21]1[CH:22]=[C:23]([Cl:27])[CH:24]=[CH:25][CH:26]=1.C1(P(C2C=CC=CC=2)C2(P(C3C=CC=CC=3)C3C=CC=CC=3)CC=C3C(C=CC=C3)=C2C2C3C(=CC=CC=3)C=CC=2)C=CC=CC=1>C1(C)C=CC=CC=1>[Cl:27][C:23]1[CH:22]=[C:21]([N:12]2[CH2:11][CH2:10][CH:9]([NH:8][C:6](=[O:7])[O:5][C:2]([CH3:1])([CH3:3])[CH3:4])[CH2:13]2)[CH:26]=[CH:25][CH:24]=1 |f:1.2.3|. Procedure details: 3-N-Boc-amino pyrrolidine (120 mg, 0.644 mmol), cesium carbonate (252 mg, 0.773 mmol), and 3-bromochlorobenzene (75.7 μl, 0.644 mmol) were suspended in dry toluene. Argon was bubbled through the suspension for 2 minutes and then tris(dibenyzlideneacetone)dipalladium (35.4 mg, 0.0387 mmol) and rac-2,2-bis(diphenylphosphino)-1,1′-binaphthyl (60.4 mg, 0.0966 mmol) were added. The reaction vial was capped and heated to 110° C. with rapid stirring. After 15 hours, reaction was cooled to ambient tempe...